From a dataset of the Open Reaction Database (ORD), a public repository of structured organic reaction records. describe an organic reaction: reactants, conditions, products, and yield The reactants are C(=O)=O (CO2), P(OC(C)C)(OC(C)C)OC(C)C (triisopropyl phosphite), C(C)OC(C(C=C(CCCCCCNC(=O)OCC1=CC=CC=C1)CBr)NC=O)=O (10-(N-benzyloxycarbonylamino)-4-bromomethyl-2-formylamino-dec-3-enoic acid ethyl ester), ice, C(C)(C)Br (isopropyl bromide), C=CCCC=C (hexa-1,5-diene), C(C)OC(C(C(C(CCCCCCNC(=O)OCC1=CC=CC=C1)=C)O)NC=O)=O (10-(N-benzyloxycarbonylamino)-2-formylamino-3-hydroxy-4-methylene-decanoic acid ethyl ester), S(=O)(Br)Br (thionyl bromide). Run in O1CCCC1 (tetrahydrofuran). Run at time 2 hour. The product is C(C)OC(C(C=C(CCCCCCNC(=O)OCC1=CC=CC=C1)CP(=O)(OC(C)C)OC(C)C)NC=O)=O (10-(N-benzyloxycarbonylamino)-4-diisopropylphosphonomethyl-2-formylaminodec-3-enoic acid ethyl ester). Isolated yield 47.1%. Reaction SMILES: [CH2:1]([O:3][C:4](=[O:30])[CH:5]([NH:27][CH:28]=[O:29])[CH:6](O)[C:7](=[CH2:25])[CH2:8][CH2:9][CH2:10][CH2:11][CH2:12][CH2:13][NH:14][C:15]([O:17][CH2:18][C:19]1[CH:24]=[CH:23][CH:22]=[CH:21][CH:20]=1)=[O:16])[CH3:2].C=CCCC=C.S(Br)(Br)=O.[P:41]([O:50]C(C)C)([O:46][CH:47]([CH3:49])[CH3:48])[O:42][CH:43]([CH3:45])[CH3:44].C(OC(=O)C(NC=O)C=C(CBr)CCCCCCNC(OCC1C=CC=CC=1)=O)C.C(Br)(C)C.C(=O)=O>O1CCCC1>[CH2:1]([O:3][C:4](=[O:30])[CH:5]([NH:27][CH:28]=[O:29])[CH:6]=[C:7]([CH2:25][P:41]([O:46][CH:47]([CH3:49])[CH3:48])([O:42][CH:43]([CH3:45])[CH3:44])=[O:50])[CH2:8][CH2:9][CH2:10][CH2:11][CH2:12][CH2:13][NH:14][C:15]([O:17][CH2:18][C:19]1[CH:24]=[CH:23][CH:22]=[CH:21][CH:20]=1)=[O:16])[CH3:2]. Procedure: To 13.70 g (32.60 mmol) of crude 10-(N-benzyloxycarbonylamino)-2-formylamino-3-hydroxy-4-methylene-decanoic acid ethyl ester in 137 ml of tetrahydrofuran there are added, under argon, 18.5 ml (156.4 mmol) of hexa-1,5-diene and then, dropwise at 10° within a period of 15 minutes, 6.1 ml (78.2 mmol) of thionyl bromide. The mixture is stirred for one hour at 10° and for 2 hours at room temperature and is then poured into 200 ml of ice-cold saturated sodium hydrogen carbonate solution; the organic p... The reactants are CCNC(=O)Nc1ccc(-c2nc3c(c(N4CCOCC4C)n2)CCN(CC2COC(C)(C)O2)C3)cc1, Cl, O. The product is CCNC(=O)Nc1ccc(-c2nc3c(c(N4CCOCC4C)n2)CCN(CC(O)CO)C3)cc1. RXN SMILES: [CH3:1][C:2]1([CH3:37])[O:3][CH2:4][CH:5]([CH2:7][N:8]2[CH2:9][c:10]3[n:11][c:12](-[c:25]4[cH:26][cH:27][c:28]([NH:31][C:32](=[O:33])[NH:34][CH2:35][CH3:36])[cH:29][cH:30]4)[n:13][c:14]([N:18]4[CH:19]([CH3:24])[CH2:20][O:21][CH2:22][CH2:23]4)[c:15]3[CH2:16][CH2:17]2)[O:6]1.[ClH:38].[OH2:39]>>[OH:3][CH2:4][CH:5]([OH:6])[CH2:7][N:8]1[CH2:9][c:10]2[n:11][c:12](-[c:25]3[cH:26][cH:27][c:28]([NH:31][C:32](=[O:33])[NH:34][CH2:35][CH3:36])[cH:29][cH:30]3)[n:13][c:14]([N:18]3[CH:19]([CH3:24])[CH2:20][O:21][CH2:22][CH2:23]3)[c:15]2[CH2:16][CH2:17]1. Starting materials: C(C1=CC=CC=C1)N1C[C@H](CC1)OC(C1=CC(=C(C=C1)[N+](=O)[O-])OC)=O (3-methoxy-4-nitro-benzoic acid (3S)-1-benzyl-pyrrolidin-3-yl ester), Compound 340. The reagents and catalysts are B#[Ni] (nickel boride). The product is C(C1=CC=CC=C1)N1C[C@H](CC1)OC(C1=CC(=C(C=C1)N)OC)=O (4-Amino-3-methoxy-benzoic acid (3S)-1-benzyl-pyrrolidin-3-yl ester). Reaction SMILES: [CH2:1]([N:8]1[CH2:12][CH2:11][C@H:10]([O:13][C:14](=[O:26])[C:15]2[CH:20]=[CH:19][C:18]([N+:21]([O-])=O)=[C:17]([O:24][CH3:25])[CH:16]=2)[CH2:9]1)[C:2]1[CH:7]=[CH:6][CH:5]=[CH:4][CH:3]=1>B#[Ni]>[CH2:1]([N:8]1[CH2:12][CH2:11][C@H:10]([O:13][C:14](=[O:26])[C:15]2[CH:20]=[CH:19][C:18]([NH2:21])=[C:17]([O:24][CH3:25])[CH:16]=2)[CH2:9]1)[C:2]1[CH:3]=[CH:4][CH:5]=[CH:6][CH:7]=1. Reported procedure: The aniline was prepared by nickel boride reduction of 3-methoxy-4-nitro-benzoic acid (3S)-1-benzyl-pyrrolidin-3-yl ester analogously to the preparation of 4-[(Benzyl-methyl-amino)-methyl]-2-methoxy-phenylamine used in the synthesis of Compound 340. 1H-NMR (400 MHz, CDCl3) δ 7.54 (d, J=8.21 Hz, 1H), 7.44 (s, 1H), 7.2-7.4 (m, 5H) 6.65 (d, J=8.21 Hz, 1H), 5.38 (br.m, 1H), 4.22 (s, 1H), 3.90 (s, 3H), 3.69 (q, J=24.63 Hz, 1H), 3.0 (m, 1H), 2.7-2.9 (m, 2H), 2.5-2.6 (m, 1H), 2.3-2.4 (m, 1H), 1.9-2.1 (... The reactants are CCCCCc1c(C(=O)OCC)oc2cc(OC)ccc12, COCCO[Al+]OCCOC, Cc1ccccc1, [H-], [H-], [Na+]. Yields the product CCCCCc1c(C=O)oc2cc(OC)ccc12. Reaction SMILES: [CH2:15]([O:17][C:18](=[O:16])[c:20]1[o:21][c:22]2[c:23]([c:24]1[CH2:25][CH2:26][CH2:27][CH2:28][CH3:29])[cH:30][cH:31][c:32]([O:34][CH3:35])[cH:33]2)[CH3:19].[CH3:2][O:3][CH2:4][CH2:5][O:6][Al+:7][O:8][CH2:9][CH2:10][O:11][CH3:12].[CH3:36][c:37]1[cH:38][cH:39][cH:40][cH:41][cH:42]1.[H-:14].[H-:1].[Na+:13]>>[O:17]=[CH:18][c:20]1[o:21][c:22]2[c:23]([c:24]1[CH2:25][CH2:26][CH2:27][CH2:28][CH3:29])[cH:30][cH:31][c:32]([O:34][CH3:35])[cH:33]2. The reactants are CCO, COc1cccc(C=O)c1OC, CCOC(=O)CN=[N+]=[N-], [Na]. Product: CCOC(=O)C(=Cc1cccc(OC)c1OC)N=[N+]=[N-]. RXN SMILES: [CH3:23][CH2:24][OH:25].[CH3:2][O:3][c:4]1[c:5]([CH:6]=[O:7])[cH:8][cH:9][cH:10][c:11]1[O:12][CH3:13].[N:14](=[N+:15]=[N-:16])[CH2:17][C:18](=[O:19])[O:20][CH2:21][CH3:22].[Na:1]>>[CH3:2][O:3][c:4]1[c:5]([CH:6]=[C:17]([N:14]=[N+:15]=[N-:16])[C:18](=[O:19])[O:20][CH2:21][CH3:22])[cH:8][cH:9][cH:10][c:11]1[O:12][CH3:13]. Reaction SMILES: [CH2:1]([O:8][C:9]1[CH:18]=[C:17]2[C:12]([C@H:13]([C:25]3[CH:30]=[CH:29][C:28]([O:31][CH2:32][CH2:33]Cl)=[CH:27][CH:26]=3)[C@H:14]([C:19]3[CH:24]=[CH:23][CH:22]=[CH:21][CH:20]=3)[CH2:15][O:16]2)=[CH:11][CH:10]=1)[C:2]1[CH:7]=[CH:6][CH:5]=[CH:4][CH:3]=1.[CH2:35]([NH:39][CH2:40][CH2:41][CH2:42][CH3:43])[CH2:36][CH2:37][CH3:38].C(=O)([O-])[O-].[K+].[K+].[I-].[K+]>CN(C)C=O.CO.C(Cl)Cl.O.CCOCC>[CH2:1]([O:8][C:9]1[CH:18]=[C:17]2[C:12]([C@H:13]([C:25]3[CH:30]=[CH:29][C:28]([O:31][CH2:32][CH2:33][N:39]([CH2:40][CH2:41][CH2:42][CH3:43])[CH2:35][CH2:36][CH2:37][CH3:38])=[CH:27][CH:26]=3)[C@H:14]([C:19]3[CH:24]=[CH:23][CH:22]=[CH:21][CH:20]=3)[CH2:15][O:16]2)=[CH:11][CH:10]=1)[C:2]1[CH:7]=[CH:6][CH:5]=[CH:4][CH:3]=1 |f:2.3.4,5.6,8.9|. Run in CN(C=O)C (dimethylformamide), O (water), CCOCC (ether), CO.C(Cl)Cl (methanol methylenechloride). Reported procedure: (+,-) cis 7-Benzyloxy-4-[4-(2-chloroethyloxy)-phenyl]-3-phenyl-chroman (235 mg, 0.5 mmol), N,N-dibutylamine (323 mg, 2.5 mmol), potassium carbonate (138 mg, 1 mmol) and potassium iodide (16 mg, 0.1 mmol) in dimethylformamide (5 ml) was stirred at 60° C. for 2 weeks. The reaction mixture was cooled and ether and water was added. The aqueous phase was extracted with ether, and the combined organic phases were washed with water and brine, dried (magnesium sulphate), and evaporated. The product was ... Yields the product C(C1=CC=CC=C1)OC1=CC=C2[C@@H]([C@@H](COC2=C1)C1=CC=CC=C1)C1=CC=C(C=C1)OCCN(CCCC)CCCC ((+,-) cis 7-Benzyloxy 4-[4-(2-dibutylaminoethyloxy)-phenyl]-3-phenyl-chroman). The reactants are C(C1=CC=CC=C1)OC1=CC=C2[C@@H]([C@@H](COC2=C1)C1=CC=CC=C1)C1=CC=C(C=C1)OCCCl ((+,-) cis 7-Benzyloxy-4-[4-(2-chloroethyloxy)-phenyl]-3-phenyl-chroman), C(CCC)NCCCC (N,N-dibutylamine), C([O-])([O-])=O.[K+].[K+] (potassium carbonate), [I-].[K+] (potassium iodide). Starting materials: COC(=O)CCSC1=NCCN1Cc1cc(F)cc(F)c1, Cl, [Na+], [OH-]. Product: O=C(O)CCSC1=NCCN1Cc1cc(F)cc(F)c1. Reaction SMILES: [C:1](=[O:2])([O:3][CH3:4])[CH2:5][CH2:6][S:7][C:8]1=[N:12][CH2:11][CH2:10][N:9]1[CH2:13][c:14]1[cH:15][c:16]([F:21])[cH:17][c:18]([F:20])[cH:19]1.[ClH:24].[Na+:23].[OH-:22]>>[C:1](=[O:2])([OH:3])[CH2:5][CH2:6][S:7][C:8]1=[N:12][CH2:11][CH2:10][N:9]1[CH2:13][c:14]1[cH:15][c:16]([F:21])[cH:17][c:18]([F:20])[cH:19]1.